Task: describe an organic reaction: reactants, conditions, products, and yield. Dataset: the Open Reaction Database (ORD), a public repository of structured organic reaction records Reactants: Cl(=O)[O-].[Na+] (Sodium chlorite), CC(C)=CC (2-methyl-2-butene), P(=O)(O)(O)[O-].[Na+] (sodium dihydrogen phosphate), ClC1=NC=C(C(=N1)C)OC[C@@]1([C@@H](C1)C=O)C1=CC(=CC=C1)F ((1R,2S)-2-{[(2-chloro-4-methylpyrimidin-5-yl)oxy]methyl}-2-(3-fluorophenyl)cyclopropanecarbaldehyde). Solvent: O (Water), CC(=O)C.O (acetone water). Run at time 18 hour. Product: ClC1=NC=C(C(=N1)C)OC[C@@]1([C@@H](C1)C(=O)O)C1=CC(=CC=C1)F ((1R,2S)-2-{[(2-chloro-4-methylpyrimidin-5-yl)oxy]methyl}-2-(3-fluorophenyl)cyclopropanecarboxylic acid). The yield is 77.4%. As a reaction SMILES: CC(=CC)C.P([O-])(O)(O)=O.[Na+].[Cl:12][C:13]1[N:18]=[C:17]([CH3:19])[C:16]([O:20][CH2:21][C@@:22]2([C:27]3[CH:32]=[CH:31][CH:30]=[C:29]([F:33])[CH:28]=3)[CH2:24][C@H:23]2[CH:25]=[O:26])=[CH:15][N:14]=1.Cl([O-])=[O:35].[Na+]>O.CC(C)=O.O>[Cl:12][C:13]1[N:18]=[C:17]([CH3:19])[C:16]([O:20][CH2:21][C@@:22]2([C:27]3[CH:32]=[CH:31][CH:30]=[C:29]([F:33])[CH:28]=3)[CH2:24][C@H:23]2[C:25]([OH:35])=[O:26])=[CH:15][N:14]=1 |f:1.2,4.5,7.8|. Reported procedure: 2-methyl-2-butene (11.7 ml) and sodium dihydrogen phosphate (3.98 g) were added to an acetone-water (80 ml-20 ml) solution of the compound 323-2 (7.1 g). The reaction solution was cooled on ice. Sodium chlorite (4 g) was added to the reaction solution, and the obtained mixture was stirred at room temperature for 18 hours. Water was added to the reaction solution, and the mixture was extracted with ethyl acetate. The obtained organic layer was dried over magnesium sulfate and concentrated under r... Starting materials: ClC1=CC(=NC2=CC=C(C=C12)C)N1CCS(C2=C(C1)C=CC=C2)(=O)=O (4-(4-chloro-6-methylquinolin-2-yl)-2,3,4,5-tetrahydro-1,4-benzothiazepine 1,1-dioxide), N[C@@H]1CC[C@H](CC1)O (trans-4-aminocyclohexanol), C1(CCCCC1)P(C1=C(C=CC=C1)C1=C(C=CC=C1)N(C)C)C1CCCCC1 (2-dicyclohexylphosphino-2′-(N,N-dimethylamino)biphenyl), CC(C)([O-])C.[Na+] (sodium tert-butoxide). Reagents/catalysts: C=1C=CC(=CC1)/C=C/C(=O)/C=C/C2=CC=CC=C2.C=1C=CC(=CC1)/C=C/C(=O)/C=C/C2=CC=CC=C2.C=1C=CC(=CC1)/C=C/C(=O)/C=C/C2=CC=CC=C2.[Pd].[Pd] (tris(dibenzylideneacetone)dipalladium(0)). Solvent: O1CCOCC1 (1,4-dioxane). Conditions: temperature 120 celsius, time 2 hour. Yields the product O=S1(CCN(CC2=C1C=CC=C2)C2=NC1=CC=C(C=C1C(=C2)N[C@@H]2CC[C@H](CC2)O)C)=O (trans-4-{[2-(1,1-Dioxido-2,3-dihydro-1,4-benzothiazepin-4(5H)-yl)-6-methylquinolin-4-yl]amino}cyclohexanol). Reaction SMILES: Cl[C:2]1[C:11]2[C:6](=[CH:7][CH:8]=[C:9]([CH3:12])[CH:10]=2)[N:5]=[C:4]([N:13]2[CH2:19][C:18]3[CH:20]=[CH:21][CH:22]=[CH:23][C:17]=3[S:16](=[O:25])(=[O:24])[CH2:15][CH2:14]2)[CH:3]=1.[NH2:26][C@H:27]1[CH2:32][CH2:31][C@H:30]([OH:33])[CH2:29][CH2:28]1.C1(P(C2CCCCC2)C2C=CC=CC=2C2C=CC=CC=2N(C)C)CCCCC1.CC(C)([O-])C.[Na+]>C1C=CC(/C=C/C(/C=C/C2C=CC=CC=2)=O)=CC=1.C1C=CC(/C=C/C(/C=C/C2C=CC=CC=2)=O)=CC=1.C1C=CC(/C=C/C(/C=C/C2C=CC=CC=2)=O)=CC=1.[Pd].[Pd].O1CCOCC1>[O:24]=[S:16]1(=[O:25])[C:17]2[CH:23]=[CH:22][CH:21]=[CH:20][C:18]=2[CH2:19][N:13]([C:4]2[CH:3]=[C:2]([NH:26][C@H:27]3[CH2:32][CH2:31][C@H:30]([OH:33])[CH2:29][CH2:28]3)[C:11]3[C:6](=[CH:7][CH:8]=[C:9]([CH3:12])[CH:10]=3)[N:5]=2)[CH2:14][CH2:15]1 |f:3.4,5.6.7.8.9|. Procedure details: A mixture of 4-(4-chloro-6-methylquinolin-2-yl)-2,3,4,5-tetrahydro-1,4-benzothiazepine 1,1-dioxide (140 mg, 0.38 mmol, prepared in analogy to the one in Example 2-1), trans-4-aminocyclohexanol (45 mg, 0.39 mmol), tris(dibenzylideneacetone)dipalladium(0) (35 mg, 0.038 mmol), 2-dicyclohexylphosphino-2′-(N,N-dimethylamino)biphenyl (15 mg, 0.038 mmol), sodium tert-butoxide (38 mg, 0.39 mmol) and 1,4-dioxane (2 mL) was heated with stirring in a 5 mL of microwave process vial for 2 hours at 120° C. un...